This data is from the Open Reaction Database (ORD), a public repository of structured organic reaction records. The task is: describe an organic reaction: reactants, conditions, products, and yield The reactants are ClC1=CC=C(C=C1)C1=CC=C(C=C1)C(C)=O (1-(4'-chloro[1,1']-biphenyl-4-yl)ethanone), [BH4-].[Na+] (sodium borohydride). Run in CO (methanol). Run at time 2 hour. The product is ClC1=CC=C(C=C1)C1=CC=C(C=C1)C(C)O (1-(4'-chloro[1,1']biphenyl-4-yl)ethanol). Isolated yield 106.3%. Reaction SMILES: [Cl:1][C:2]1[CH:7]=[CH:6][C:5]([C:8]2[CH:13]=[CH:12][C:11]([C:14](=[O:16])[CH3:15])=[CH:10][CH:9]=2)=[CH:4][CH:3]=1.[BH4-].[Na+]>CO>[Cl:1][C:2]1[CH:3]=[CH:4][C:5]([C:8]2[CH:13]=[CH:12][C:11]([CH:14]([OH:16])[CH3:15])=[CH:10][CH:9]=2)=[CH:6][CH:7]=1 |f:1.2|. Procedure details: To a stirred suspension of 222 gms of 1-(4'-chloro[1,1']-biphenyl-4-yl)ethanone in 1500 ml of methanol add in a portionwise fashion, 21 gms of sodium borohydride. Reflux and stir the mixture on a steam bath for 2 hours and stir at room temperature overnight. Concentrate the mixture to 500 ml, dilute with water, cool and filter the product to yield 238 gms of 1-(4'-chloro[1,1']biphenyl-4-yl)ethanol.